Task: describe an organic reaction: reactants, conditions, products, and yield. Dataset: the Open Reaction Database (ORD), a public repository of structured organic reaction records The reactants are C1CSCCN1, CN1CCCC1=O, CCN(C(C)C)C(C)C, COCCc1noc(C2CC(c3ccc(CC(F)F)cc3)CN(C(=O)Oc3ccc([N+](=O)[O-])cc3)C2)n1. Product: COCCc1noc(C2CC(c3ccc(CC(F)F)cc3)CN(C(=O)N3CCSCC3)C2)n1. Reaction SMILES: [CH2:38]1[CH2:39][S:40][CH2:41][CH2:42][NH:43]1.[CH3:53][N:54]1[CH2:55][CH2:56][CH2:57][C:58]1=[O:59].[CH:44]([N:45]([CH2:46][CH3:47])[CH:48]([CH3:49])[CH3:50])([CH3:51])[CH3:52].[F:1][CH:2]([CH2:3][c:4]1[cH:5][cH:6][c:7]([CH:10]2[CH2:11][N:12]([C:25](=[O:26])[O:27][c:28]3[cH:29][cH:30][c:31]([N+:32]([O-:33])=[O:34])[cH:35][cH:36]3)[CH2:13][CH:14]([c:16]3[n:17][c:18]([CH2:21][CH2:22][O:23][CH3:24])[n:19][o:20]3)[CH2:15]2)[cH:8][cH:9]1)[F:37]>>[F:1][CH:2]([CH2:3][c:4]1[cH:5][cH:6][c:7]([CH:10]2[CH2:11][N:12]([C:25](=[O:26])[N:43]3[CH2:38][CH2:39][S:40][CH2:41][CH2:42]3)[CH2:13][CH:14]([c:16]3[n:17][c:18]([CH2:21][CH2:22][O:23][CH3:24])[n:19][o:20]3)[CH2:15]2)[cH:8][cH:9]1)[F:37]. Procedure details: The title compound (463 mg, 75%) was prepared from 1-(5-t-butyldimethylsilyloxypentyl)-4-bromo-6-iodoisatin (500 mg, 0.923 mmol) and 2-naphthylmagnesium bromide by the procedure similar to that described in Example 1. The yield is 75.0%. Yields the product [Si](C)(C)(C(C)(C)C)OCCCCCN1C(C(C2=C(C=C(C=C12)I)Br)(C1=CC2=CC=CC=C2C=C1)O)=O (1-(5-t-Butyldimethylsilyloxypentyl)-4-bromo-6-iodo-3-hydroxy-3-(2-naphthyl)oxindole). Starting materials: [Si](C)(C)(C(C)(C)C)OCCCCCN1C(=O)C(=O)C2=C(C=C(C=C12)I)Br (1-(5-t-butyldimethylsilyloxypentyl)-4-bromo-6-iodoisatin), C1=C(C=CC2=CC=CC=C12)[Mg]Br (2-naphthylmagnesium bromide). As a reaction SMILES: [Si:1]([O:8][CH2:9][CH2:10][CH2:11][CH2:12][CH2:13][N:14]1[C:24]2[C:19](=[C:20]([Br:26])[CH:21]=[C:22]([I:25])[CH:23]=2)[C:17](=[O:18])[C:15]1=[O:16])([C:4]([CH3:7])([CH3:6])[CH3:5])([CH3:3])[CH3:2].[CH:27]1[C:36]2[C:31](=[CH:32][CH:33]=[CH:34][CH:35]=2)[CH:30]=[CH:29][C:28]=1[Mg]Br>>[Si:1]([O:8][CH2:9][CH2:10][CH2:11][CH2:12][CH2:13][N:14]1[C:24]2[C:19](=[C:20]([Br:26])[CH:21]=[C:22]([I:25])[CH:23]=2)[C:17]([OH:18])([C:29]2[CH:28]=[CH:27][C:36]3[C:31](=[CH:32][CH:33]=[CH:34][CH:35]=3)[CH:30]=2)[C:15]1=[O:16])([C:4]([CH3:7])([CH3:6])[CH3:5])([CH3:3])[CH3:2].